This data is from the Open Reaction Database (ORD), a public repository of structured organic reaction records. The task is: describe an organic reaction: reactants, conditions, products, and yield Reported procedure: 3-[7-Fluoro-3-methyl-6-(3′,4′,5′,6′-tetrahydro-2′H-[2,4′]bipyridinyl-1′-yl)-indazol-1-yl-benzonitrile: To a 5 ml round bottom flask equipped with magnetic stirrer, condenser, and argon inlet, 3-(7-fluoro-6-iodo-3-methyl-indazol-1-yl)-benzonitrile (189 mg, 0.5 mmole), 1-pyridin-2-yl piperazine (180 mg, 1.1 mmole), Pd2 (dba)3 (23 mg, 0.025 mmole), BINAP (31 mg, 0.050 mmole), NaO-t-Bu (69 mg, 0.70 mmole) were added. The reaction mixture was purged with argon for 10 minutes. Toluene (0.5 ml) was add... The solvent is Hexanes EtOAc. Reaction SMILES: FC1C(N2CCC(C3C=CC=CN=3)CC2)=CC=C2C=1N(C1C=CC=CC=1C#N)N=C2C.[F:32][C:33]1[C:34](I)=[CH:35][CH:36]=[C:37]2[C:41]=1[N:40]([C:42]1[CH:43]=[C:44]([CH:47]=[CH:48][CH:49]=1)[C:45]#[N:46])[N:39]=[C:38]2[CH3:50].[N:52]1[CH:57]=[CH:56][CH:55]=[CH:54][C:53]=1[N:58]1[CH2:63][CH2:62][NH:61][CH2:60][CH2:59]1.C1C=CC(P(C2C(C3C(P(C4C=CC=CC=4)C4C=CC=CC=4)=CC=C4C=3C=CC=C4)=C3C(C=CC=C3)=CC=2)C2C=CC=CC=2)=CC=1.O(C(C)(C)C)[Na]>C1C=CC(/C=C/C(/C=C/C2C=CC=CC=2)=O)=CC=1.C1C=CC(/C=C/C(/C=C/C2C=CC=CC=2)=O)=CC=1.C1C=CC(/C=C/C(/C=C/C2C=CC=CC=2)=O)=CC=1.[Pd].[Pd]>[F:32][C:33]1[C:34]([N:61]2[CH2:62][CH2:63][N:58]([C:53]3[CH:54]=[CH:55][CH:56]=[CH:57][N:52]=3)[CH2:59][CH2:60]2)=[CH:35][CH:36]=[C:37]2[C:41]=1[N:40]([C:42]1[CH:43]=[C:44]([CH:47]=[CH:48][CH:49]=1)[CH2:45][NH2:46])[N:39]=[C:38]2[CH3:50] |f:5.6.7.8.9|. Reagents/catalysts: C=1C=CC(=CC1)/C=C/C(=O)/C=C/C2=CC=CC=C2.C=1C=CC(=CC1)/C=C/C(=O)/C=C/C2=CC=CC=C2.C=1C=CC(=CC1)/C=C/C(=O)/C=C/C2=CC=CC=C2.[Pd].[Pd] (Pd2 (dba)3). The reactants are FC=1C(=CC=C2C(=NN(C12)C=1C=C(C#N)C=CC1)C)I (3-(7-fluoro-6-iodo-3-methyl-indazol-1-yl)-benzonitrile), N1=C(C=CC=C1)N1CCNCC1 (1-pyridin-2-yl piperazine), C=1C=CC(=CC1)P(C=2C=CC=CC2)C3=CC=C4C=CC=CC4=C3C5=C6C=CC=CC6=CC=C5P(C=7C=CC=CC7)C=8C=CC=CC8 (BINAP), O([Na])C(C)(C)C (NaO-t-Bu), FC=1C(=CC=C2C(=NN(C12)C1=C(C#N)C=CC=C1)C)N1CCC(CC1)C1=NC=CC=C1 (7-Fluoro-3-methyl-6-(3′,4′,5′,6′-tetrahydro-2′H-[2,4′]bipyridinyl-1′-yl)-indazol-1-yl-benzonitrile). Yields the product FC=1C(=CC=C2C(=NN(C12)C=1C=C(CN)C=CC1)C)N1CCN(CC1)C1=NC=CC=C1 (3-[7-Fluoro-3-methyl-6-(4-pyridin-2-yl-piperazin-1-yl)-indazol-1-yl]-benzylamine). Isolated yield 35.5%. Reactants: NC1=CC(CC(C1)(C)C)=O (3-Amino-5,5-dimethyl-2-cyclohexen-1-one), CC1=CC=C(S1)C=O (5-methyl-2-thiophenecarboxaldehyde). Yields the product CC1(CC(C=2C(C=3C(CC(CC3NC2C1)(C)C)=O)C=1SC(=CC1)C)=O)C (3,4,6,7,9,10-hexahydro-3,3,6,6-tetramethyl-9-(5-methyl-2-thienyl)-1,8(2H,5H)-acridinedione). Reaction SMILES: [NH2:1][C:2]1[CH2:7][C:6]([CH3:9])([CH3:8])[CH2:5][C:4](=[O:10])[CH:3]=1.[CH3:11][C:12]1[S:16][C:15]([CH:17]=O)=[CH:14][CH:13]=1>>[CH3:8][C:6]1([CH3:9])[CH2:7][C:2]2[NH:1][C:2]3[CH2:7][C:6]([CH3:9])([CH3:8])[CH2:5][C:4](=[O:10])[C:3]=3[CH:17]([C:15]3[S:16][C:12]([CH3:11])=[CH:13][CH:14]=3)[C:3]=2[C:4](=[O:10])[CH2:5]1. Procedure details: 3-Amino-5,5-dimethyl-2-cyclohexen-1-one was reacted with 5-methyl-2-thiophenecarboxaldehyde in an analogous manner to that described in Example 1 to give 3,4,6,7,9,10-hexahydro-3,3,6,6-tetramethyl-9-(5-methyl-2-thienyl)-1,8(2H,5H)-acridinedione. Crystallization from ethyl acetate/methanol gave a beige crystalline solid of melting point 266-268° C. (decomposition).